Dataset: the Open Reaction Database (ORD), a public repository of structured organic reaction records. Task: describe an organic reaction: reactants, conditions, products, and yield Starting materials: O=C(O)c1ccncc1, [Cl-], Cl, C1COCCO1, c1ccncc1, O=C1Nc2cccnc2Nc2ccccc21. Product: O=C1Nc2cccnc2N(C(=O)c2ccncc2)c2ccccc21. Reaction SMILES: [C:19]([c:20]1[cH:21][cH:22][n:23][cH:24][cH:25]1)(=[O:26])[OH:27].[Cl-:18].[ClH:17].[O:34]1[CH2:35][CH2:36][O:37][CH2:38][CH2:39]1.[cH:28]1[cH:29][cH:30][n:31][cH:32][cH:33]1.[n:1]1[cH:2][cH:3][cH:4][c:5]2[c:6]1[NH:7][c:8]1[c:9]([cH:13][cH:14][cH:15][cH:16]1)[C:10](=[O:12])[NH:11]2>>[n:1]1[cH:2][cH:3][cH:4][c:5]2[c:6]1[N:7]([C:19]([c:20]1[cH:21][cH:22][n:23][cH:24][cH:25]1)=[O:26])[c:8]1[c:9]([cH:13][cH:14][cH:15][cH:16]1)[C:10](=[O:12])[NH:11]2. Product: C(C)OC(C(C(=O)C1=CC=C(C=C1)F)CC1=CC(=CC=C1)OCC(F)(F)F)=O (ethyl-3-(4-fluorophenyl)-3-oxo-2-((3-(2,2,2-trifluoroethoxy)phenyl)methyl)propionate). RXN SMILES: [F:1][C:2]([F:13])([F:12])[CH2:3][O:4][C:5]1[CH:6]=[C:7]([CH3:11])[CH:8]=[CH:9][CH:10]=1.BrN1C(=O)CCC1=O.N(C(C)(C)C#N)=NC(C)(C)C#N.[O:34]=[C:35]([C:42]1[CH:47]=[CH:46][C:45]([F:48])=[CH:44][CH:43]=1)[CH2:36][C:37]([O:39][CH2:40][CH3:41])=[O:38].[H-].[Na+].C(Br)(Br)Br>C(Cl)(Cl)(Cl)Cl.COCCOC.O>[CH2:40]([O:39][C:37](=[O:38])[CH:36]([CH2:11][C:7]1[CH:8]=[CH:9][CH:10]=[C:5]([O:4][CH2:3][C:2]([F:12])([F:13])[F:1])[CH:6]=1)[C:35]([C:42]1[CH:43]=[CH:44][C:45]([F:48])=[CH:46][CH:47]=1)=[O:34])[CH3:41] |f:4.5|. Procedure: To a solution of 3-(2,2,2-trifluoroethoxy)toluene (7.34 g, 38.6 mmol) in carbon tetrachloride (100 ml) were added N-bromosuccinimide (7.56 g, 42.5 mmol) and 2,2′-azobis(isobutyronitrile) (633 mg, 3.86 mmol) and the mixture was heated under reflux overnight. The insoluble material was filtered using celite and the filtrate was concentrated to prepare a bromo form. To a solution of ethyl 3-oxo-3-(4-fluorophenyl)propionate (7.3 g, 34.7 mmol) in 1,2-dimethoxyethane (70 ml) was added sodium hydride (... The yield is 30.6%. Reactants: FC(COC=1C=C(C=CC1)C)(F)F (3-(2,2,2-trifluoroethoxy)toluene), BrN1C(CCC1=O)=O (N-bromosuccinimide), N(=NC(C#N)(C)C)C(C#N)(C)C (2,2′-azobis(isobutyronitrile)), O=C(CC(=O)OCC)C1=CC=C(C=C1)F (ethyl 3-oxo-3-(4-fluorophenyl)propionate), [H-].[Na+] (sodium hydride), C(Br)(Br)Br (bromo form). Run in C(Cl)(Cl)(Cl)Cl (carbon tetrachloride), O (water), COCCOC (1,2-dimethoxyethane), COCCOC (1,2-dimethoxyethane). Run at time 30 minute. Starting materials: CCCCC1=NCC(=O)N1, ClCCl, CC(C)OC(OC(C)C)N(C)C. Product: CCCCC1=NC(=CN(C)C)C(=O)N1. Reaction SMILES: [CH2:1]([CH2:2][CH2:3][CH3:4])[C:5]1=[N:9][CH2:8][C:7](=[O:10])[NH:6]1.[CH2:23]([Cl:24])[Cl:25].[CH:11]([O:12][CH:15]([O:13][CH:14]([CH3:19])[CH3:20])[N:16]([CH3:17])[CH3:18])([CH3:21])[CH3:22]>>[CH2:1]([CH2:2][CH2:3][CH3:4])[C:5]1=[N:9][C:8](=[CH:15][N:16]([CH3:17])[CH3:18])[C:7](=[O:10])[NH:6]1.